This data is from the Open Reaction Database (ORD), a public repository of structured organic reaction records. The task is: describe an organic reaction: reactants, conditions, products, and yield Reactants: FC=1C=2C=3N(CCC3NC(C1)=O)C(=NC2)C2=CC=C(C=C2)CO (4-Fluoro-1-(4-hydroxymethyl-phenyl)-8,9-dihydro-7H-2,7,9a-triaza-benzo[cd]azulen-6-one), S(=O)(Cl)Cl (thionyl chloride), ClCC1=CC=C(C=C1)C1=NC=C2C=3N1CCC3NC(C=C2)=O (1-(4-Chloromethyl-phenyl)-8,9-dihydro-7H-2,7,9a-triaza-benzo[cd]azulen-6-one). The product is ClCC1=CC=C(C=C1)C1=NC=C2C=3N1CCC3NC(C=C2F)=O (1-(4-Chloromethyl-phenyl)-4-fluoro-8,9-dihydro-7H-2,7,9a-triaza-benzo[cd]azulen-6-one). RXN SMILES: [F:1][C:2]1[C:3]2[C:4]3[N:5]([C:13]([C:16]4[CH:21]=[CH:20][C:19]([CH2:22]O)=[CH:18][CH:17]=4)=[N:14][CH:15]=2)[CH2:6][CH2:7][C:8]=3[NH:9][C:10](=[O:12])[CH:11]=1.S(Cl)([Cl:26])=O.ClCC1C=CC(C2N3CCC4NC(=O)C=CC(C=43)=CN=2)=CC=1>>[Cl:26][CH2:22][C:19]1[CH:20]=[CH:21][C:16]([C:13]2[N:5]3[CH2:6][CH2:7][C:8]4[NH:9][C:10](=[O:12])[CH:11]=[C:2]([F:1])[C:3]([C:4]=43)=[CH:15][N:14]=2)=[CH:17][CH:18]=1. Procedure details: This compound was prepared from intermediate 97 and thionyl chloride using the procedure described in Example 171 for 171a. HPLC Rt=3.260 min. Starting materials: COC(=O)OC1C=C2CC(OC(C)=O)C3OC3C2(C)C2CCC3(C)C(C(C)C4OCC(C)(C)CO4)CCC3C12, CCCCP(CCCC)CCCC, C1COCCO1. Yields the product CC(=O)OC1CC2=CC=C3C4CCC(C(C)C5OCC(C)(C)CO5)C4(C)CCC3C2(C)C2OC12. As a reaction SMILES: [C:14]([CH3:15])(=[O:16])[O:17][CH:18]1[CH2:19][C:20]2=[CH:21][CH:22]([O:48][C:49]([O:50][CH3:51])=[O:52])[CH:23]3[CH:24]4[CH2:25][CH2:26][CH:27]([CH:28]([CH3:29])[CH:30]5[O:31][CH2:32][C:33]([CH3:36])([CH3:37])[CH2:34][O:35]5)[C:38]4([CH3:47])[CH2:39][CH2:40][CH:41]3[C:42]2([CH3:46])[CH:43]2[CH:44]1[O:45]2.[CH2:1]([P:2]([CH2:3][CH2:4][CH2:5][CH3:6])[CH2:7][CH2:8][CH2:9][CH3:10])[CH2:11][CH2:12][CH3:13].[CH2:53]1[O:54][CH2:55][CH2:56][O:57][CH2:58]1>>[C:14]([CH3:15])(=[O:16])[O:17][CH:18]1[CH2:19][C:20]2=[CH:21][CH:22]=[C:23]3[CH:24]4[CH2:25][CH2:26][CH:27]([CH:28]([CH3:29])[CH:30]5[O:31][CH2:32][C:33]([CH3:36])([CH3:37])[CH2:34][O:35]5)[C:38]4([CH3:47])[CH2:39][CH2:40][CH:41]3[C:42]2([CH3:46])[CH:43]2[CH:44]1[O:45]2. The reactants are F[B-](F)(F)F, CC(C)(C)OC(=O)NC(Cc1ccc(Cl)cc1)C(=O)O, CCN(C(C)C)C(C)C, COc1n[nH]c2ncc(-c3ccccc3)c(N3CCN(C(=O)C(CNC(C)C)c4ccc(Cl)cc4)CC3)c12, ClCCl, Cl, Cl, CN(C)C(On1nnc2ccccc21)=[N+](C)C. The product is COc1n[nH]c2ncc(-c3ccccc3)c(N3CCN(C(=O)C(Cc4ccc(Cl)cc4)NC(=O)OC(C)(C)C)CC3)c12. Reaction SMILES: [B-:70]([F:71])([F:72])([F:73])[F:74].[C:50]([CH3:51])([CH3:52])([CH3:53])[O:54][C:55](=[O:56])[NH:57][CH:58]([C:59]([OH:60])=[O:61])[CH2:62][c:63]1[cH:64][cH:65][c:66]([Cl:69])[cH:67][cH:68]1.[CH:1]([N:2]([CH2:3][CH3:4])[CH:5]([CH3:6])[CH3:7])([CH3:8])[CH3:9].[Cl:12][c:13]1[cH:14][cH:15][c:16]([CH:17]([CH2:18][NH:19][CH:45]([CH3:46])[CH3:47])[C:20](=[O:21])[N:22]2[CH2:23][CH2:24][N:25]([c:28]3[c:29]4[c:30]([n:31][cH:32][c:33]3-[c:34]3[cH:35][cH:36][cH:37][cH:38][cH:39]3)[nH:40][n:41][c:42]4[O:43][CH3:44])[CH2:26][CH2:27]2)[cH:48][cH:49]1.[Cl:92][CH2:93][Cl:94].[ClH:10].[ClH:11].[n:75]1([O:76][C:77]([N:78]([CH3:79])[CH3:80])=[N+:81]([CH3:82])[CH3:83])[c:84]2[cH:85][cH:86][cH:87][cH:88][c:89]2[n:90][n:91]1>>[C:20](=[O:21])([N:22]1[CH2:23][CH2:24][N:25]([c:28]2[c:29]3[c:30]([n:31][cH:32][c:33]2-[c:34]2[cH:35][cH:36][cH:37][cH:38][cH:39]2)[nH:40][n:41][c:42]3[O:43][CH3:44])[CH2:26][CH2:27]1)[CH:58]([NH:57][C:55]([O:54][C:50]([CH3:51])([CH3:52])[CH3:53])=[O:56])[CH2:62][c:63]1[cH:64][cH:65][c:66]([Cl:69])[cH:67][cH:68]1. Reactants: CC1OC(C2=CC=C(C=C2C1)CCN1CCN(CC1)C(=O)OC(C)(C)C)=O (tert-butyl 4-[2-(3-methyl-1-oxo-3,4-dihydro-1H-isochromen-6-yl)ethyl]piperazine-1-carboxylate), Cl (HCl). Solvent: O1CCOCC1 (Dioxane). Product: Cl.CC1OC(C2=CC=C(C=C2C1)CCN1CCNCC1)=O (3-Methyl-6-[2-(piperazin-1-yl)ethyl]-3,4-dihydro-1H-isochromen-1-one hydrochloride). RXN SMILES: [CH3:1][CH:2]1[CH2:11][C:10]2[C:5](=[CH:6][CH:7]=[C:8]([CH2:12][CH2:13][N:14]3[CH2:19][CH2:18][N:17](C(OC(C)(C)C)=O)[CH2:16][CH2:15]3)[CH:9]=2)[C:4](=[O:27])[O:3]1.[ClH:28]>O1CCOCC1>[ClH:28].[CH3:1][CH:2]1[CH2:11][C:10]2[C:5](=[CH:6][CH:7]=[C:8]([CH2:12][CH2:13][N:14]3[CH2:15][CH2:16][NH:17][CH2:18][CH2:19]3)[CH:9]=2)[C:4](=[O:27])[O:3]1 |f:3.4|. Procedure details: A solution of tert-butyl 4-[2-(3-methyl-1-oxo-3,4-dihydro-1H-isochromen-6-yl)ethyl]piperazine-1-carboxylate (850 mg, 2.3 mmol) was stirred in 4N HCl in Dioxane for 4 hours. The excess solvent was then removed to give the free amine as the HCl salt. LC-MS (IE, m/z): 275 [M+1]+.